Dataset: the Open Reaction Database (ORD), a public repository of structured organic reaction records. Task: describe an organic reaction: reactants, conditions, products, and yield Reactants: CS(C)=O, COc1cc(OC)nc(CCl)n1, N#C[Na], O. The product is COc1cc(OC)nc(CC#N)n1. Reaction SMILES: [CH3:17][S:18](=[O:19])[CH3:20].[Cl:4][CH2:5][c:6]1[n:7][c:8]([O:14][CH3:15])[cH:9][c:10]([O:12][CH3:13])[n:11]1.[Na:1][C:2]#[N:3].[OH2:16]>>[C:2](#[N:3])[CH2:5][c:6]1[n:7][c:8]([O:14][CH3:15])[cH:9][c:10]([O:12][CH3:13])[n:11]1. Reactants: C(CCC)Br (n-Butyl bromide), ammonium salt, C(C(C)C)P(=S)(S)CC(C)C (diisobutylphosphinodithioic acid). Yields the product C(C(C)C)P(=S)(SCCCC)CC(C)C (n-butyl diisobutylphosphinodithioate). As a reaction SMILES: [CH2:1](Br)[CH2:2][CH2:3][CH3:4].[CH2:6]([P:10]([CH2:13][CH:14]([CH3:16])[CH3:15])([SH:12])=[S:11])[CH:7]([CH3:9])[CH3:8]>>[CH2:6]([P:10]([CH2:13][CH:14]([CH3:16])[CH3:15])([S:12][CH2:1][CH2:2][CH2:3][CH3:4])=[S:11])[CH:7]([CH3:9])[CH3:8]. Procedure details: n-Butyl bromide was reacted with the ammonium salt of diisobutylphosphinodithioic acid to obtain n-butyl diisobutylphosphinodithioate, a colorless liquid, b.p. 97°-103° C at 0.05 mm. which on testing lasted 200 hours longer than the control. The total number of hours required to reach failure was 1.4 times that of the control. The reactants are C(C)(C)C1=NC(=C(C(=C1CO)C1=COC=C1)C=CCCC)C(C)C (2,6-Diisopropyl-3-hydroxymethyl-4-(3-furyl)-5-(pent-1-enyl)pyridine), C21H31NO2. The solvent is CCOC(=O)C (EtOAc). Yields the product C(C)(C)C1=NC(=C(C(=C1CO)C1=COC=C1)CCCCC)C(C)C (2,6-Diisopropyl-3-hydroxymethyl-4-(3-furyl)-5-pentylpyridine). Isolated yield 6.0%. As a reaction SMILES: [CH:1]([C:4]1[C:9]([CH2:10][OH:11])=[C:8]([C:12]2[CH:16]=[CH:15][O:14][CH:13]=2)[C:7]([CH:17]=[CH:18][CH2:19][CH2:20][CH3:21])=[C:6]([CH:22]([CH3:24])[CH3:23])[N:5]=1)([CH3:3])[CH3:2]>CCOC(C)=O>[CH:1]([C:4]1[C:9]([CH2:10][OH:11])=[C:8]([C:12]2[CH:16]=[CH:15][O:14][CH:13]=2)[C:7]([CH2:17][CH2:18][CH2:19][CH2:20][CH3:21])=[C:6]([CH:22]([CH3:23])[CH3:24])[N:5]=1)([CH3:3])[CH3:2]. Procedure details: The title compound was prepared from 2,6-diisopropyl-3-hydroxymethyl-4-(3-furyl)-5-(pent-1-enyl)pyridine (Example 187) in 6% yield by the methods described in Example 125. FAB-MS: calculated for C21H31NO2 329; found 330 (M+1). 1H NMR (300 MHz, CD3OD): δ 0.83 (t, J=6.8 Hz, 3 H), 1.19-1.36 (m, 19 H), 2.42-2.48 (m, 2 H), 3.25 (septet, J=6.6 Hz, 1 H, 3.45 (septet, J=6.6 Hz, 1 H), 4.38 (s, 2 H), 6.42 (m, 1 H), 7.45-7.46 (m, 1 H), 7.61-7.62 (t, J=1.7 Hz, 1 H). Anal. calc for C21H31NO2: C, 76.55; H, 9.... Starting materials: C(C=C)OC1=C(C#N)C=CC(=C1)[N+](=O)[O-] (2-(allyloxy)-4-nitrobenzonitrile), CO (methanol), [Cl-].[NH4+] (ammonium chloride). The reagents and catalysts are [Fe] (Iron). The solvent is O (water), O (water). Reaction conditions: temperature 65 celsius, time 50 minute. Yields the product C(C=C)OC1=C(C#N)C=CC(=C1)N (2-(allyloxy)-4-aminobenzonitrile). The yield is 93.7%. Reaction SMILES: [CH2:1]([O:4][C:5]1[CH:12]=[C:11]([N+:13]([O-])=O)[CH:10]=[CH:9][C:6]=1[C:7]#[N:8])[CH:2]=[CH2:3].CO.[Cl-].[NH4+]>[Fe].O>[CH2:1]([O:4][C:5]1[CH:12]=[C:11]([NH2:13])[CH:10]=[CH:9][C:6]=1[C:7]#[N:8])[CH:2]=[CH2:3] |f:2.3|. Procedure details: Iron powder-325 mesh (5.7 g, 98.0 mmol) was taken in a round bottom flask charged with a mixture of 2-(allyloxy)-4-nitrobenzonitrile (4.0 g, 19.6 mmol), absolute methanol (40 mL), water (8 mL) and ammonium chloride (5.2 g, 98 mmol). A water-cooled reflux condenser was attached to the flask and the heterogeneous mixture was heated to 65° C. with vigorous stirring for 50 min. The reaction mixture was filtered, and washed with methanol. The solvent was removed in vacuo. EtOAc was added to the resid... The reactants are C(CCCCCCCCCCCCC)(=O)O (myristic acid), C(CCCCCCCCCCCCC)(=O)O (myristic acid), C(C)(=O)OC(C)=O (acetic anhydride), C1(=CC=CC=C1)P(C1=CC=CC=C1)C1=CC=CC=C1 (triphenylphosphine). Reagents/catalysts: Cl[Pd]([P](C1=CC=CC=C1)(C2=CC=CC=C2)C3=CC=CC=C3)([P](C4=CC=CC=C4)(C5=CC=CC=C5)C6=CC=CC=C6)Cl (dichlorobis(triphenylphosphine)palladium), [Pd] (Pd). Solvent: O1CCCC1 (tetrahydrofuran). Conditions: temperature 255 celsius. Yields the product C=CCCCCCCCCCCC (1-tridecene). Isolated yield 1308.4%. Reaction SMILES: [C:1](O)(=O)[CH2:2][CH2:3][CH2:4][CH2:5][CH2:6][CH2:7][CH2:8][CH2:9][CH2:10][CH2:11][CH2:12][CH2:13]C.C(OC(=O)C)(=O)C.C1(P(C2C=CC=CC=2)C2C=CC=CC=2)C=CC=CC=1>Cl[Pd](Cl)([P](C1C=CC=CC=1)(C1C=CC=CC=1)C1C=CC=CC=1)[P](C1C=CC=CC=1)(C1C=CC=CC=1)C1C=CC=CC=1.[Pd].O1CCCC1>[CH2:1]=[CH:2][CH2:3][CH2:4][CH2:5][CH2:6][CH2:7][CH2:8][CH2:9][CH2:10][CH2:11][CH2:12][CH3:13] |^1:45,64|. Procedure details: A mixture of myristic acid (90.0 g, 0.394 mol) and acetic anhydride (40.2 g, 0.394 mol) was heated under reduced pressure (150 torr) using an oil bath maintained at 255° C. A small amount of a tetrahydrofuran solution containing dichlorobis(triphenylphosphine)palladium (0.453 g, 6.45×10-4 mol) and triphenylphosphine (2.97 g, 0.0113 mol) was then added to the reactor in order to initiate the decarbonylation reaction. The olefin product immediately distilled from the reaction mixture into a receiv... Reactants: CCC(C)(C)c1ccc(P(c2ccc(C(C)(C)CC)cc2)c2ccc(C(C)(C)CC)cc2)cc1, CBr, c1ccccc1. Yields the product [Br-], CCC(C)(C)c1ccc([P+](C)(c2ccc(C(C)(C)CC)cc2)c2ccc(C(C)(C)CC)cc2)cc1. As a reaction SMILES: [C:1]([CH3:2])([CH3:3])([CH2:4][CH3:5])[c:6]1[cH:7][cH:8][c:9]([P:12]([c:13]2[cH:14][cH:15][c:16]([C:19]([CH3:20])([CH3:21])[CH2:22][CH3:23])[cH:17][cH:18]2)[c:24]2[cH:25][cH:26][c:27]([C:30]([CH3:31])([CH3:32])[CH2:33][CH3:34])[cH:28][cH:29]2)[cH:10][cH:11]1.[CH3:35][Br:36].[cH:37]1[cH:38][cH:39][cH:40][cH:41][cH:42]1>>[Br-:36].[C:1]([CH3:2])([CH3:3])([CH2:4][CH3:5])[c:6]1[cH:7][cH:8][c:9]([P+:12]([c:13]2[cH:14][cH:15][c:16]([C:19]([CH3:20])([CH3:21])[CH2:22][CH3:23])[cH:17][cH:18]2)([c:24]2[cH:25][cH:26][c:27]([C:30]([CH3:31])([CH3:32])[CH2:33][CH3:34])[cH:28][cH:29]2)[CH3:35])[cH:10][cH:11]1.